This data is from the Open Reaction Database (ORD), a public repository of structured organic reaction records. The task is: describe an organic reaction: reactants, conditions, products, and yield Yield: 79.3%. Product: ClC=1C(=NC=CC1)C(C)O (1-(3-Chloropyridin-2-yl)ethanol). Reaction SMILES: [Cl:1][C:2]1[C:3]([C:8](=[O:10])[CH3:9])=[N:4][CH:5]=[CH:6][CH:7]=1.[BH4-].[Na+]>CO>[Cl:1][C:2]1[C:3]([CH:8]([OH:10])[CH3:9])=[N:4][CH:5]=[CH:6][CH:7]=1 |f:1.2|. Solvent: CO (methanol). Starting materials: ClC=1C(=NC=CC1)C(C)=O (1-(3-chloropyridin-2-yl)ethanone), [BH4-].[Na+] (sodium borohydride). Procedure details: To a stirred solution of 0.20 g (1.2 mmol) of 1-(3-chloropyridin-2-yl)ethanone in 5 mL of methanol was added 0.072 g (1.9 mmol) of sodium borohydride and the resulting solution was stirred with gradual warming to ambient temperature over 1 h. The reaction mixture was carefully quenched with water and then all volatiles were removed in vacuo. The remaining aqueous phase was extracted with ethyl acetate and the combined organic layers were washed with brine, dried over magnesium sulfate, filtered ... Reactants: O (water), NC1=NC(=C2NC=NC2=N1)Cl (2-amino-6-chloropurine), C(C(=C)CC(=O)OC)(=O)OC (dimethyl itaconate), [H-].[Na+] (sodium hydride). The solvent is CN(C=O)C (dimethylformamide), C(Cl)(Cl)Cl.CO (chloroform methanol). Conditions: time 3 day. Product: NC1=NC(=C2N=CN(C2=N1)CC(C(=O)OC)CC(=O)OC)Cl (dimethyl 2-(2-amino-6-chloropurin-9-ylmethyl)succinate). Isolated yield 65.5%. As a reaction SMILES: [NH2:1][C:2]1[N:10]=[C:9]2[C:5]([NH:6][CH:7]=[N:8]2)=[C:4]([Cl:11])[N:3]=1.[C:12]([O:21][CH3:22])(=[O:20])[C:13]([CH2:15][C:16]([O:18][CH3:19])=[O:17])=[CH2:14].[H-].[Na+].O>CN(C)C=O.C(Cl)(Cl)Cl.CO>[NH2:1][C:2]1[N:10]=[C:9]2[C:5]([N:6]=[CH:7][N:8]2[CH2:14][CH:13]([CH2:15][C:16]([O:18][CH3:19])=[O:17])[C:12]([O:21][CH3:22])=[O:20])=[C:4]([Cl:11])[N:3]=1 |f:2.3,6.7|. Procedure: A mixture of 2-amino-6-chloropurine (4.07 g, 0.024 mol), dimethyl itaconate (5.00 g, 0.032 mol), and sodium hydride (55% in oil, 0.2 g) in 50 ml of dry dimethylformamide was stirred at room temperature for 3 days. About 50 ml of water was added and the mixture was washed with n-hexane (2×50 ml) and then extracted with 2×50 ml of dichloromethane. The combined CH2Cl2 extracts were washed with 2×20 ml of water, dried with magnesium sulfate, and evaporated in vacuum. Treatment with ether and drying ... The reactants are [H-].[Al+3].[Li+].[H-].[H-].[H-] (Lithium aluminum hydride), C(C1=CC=CC=C1)[N-][C@H]1N(C(COC1)=O)CC1=CC=CC=C1 (N-benzyl((3S)-4-benzyl-5-oxomorpholin-3-yl)amide), [OH-].[Na+] (sodium hydroxide). The solvent is O1CCCC1 (tetrahydrofuran). Conditions: temperature 70 celsius, time 15 hour. Yields the product C(C1=CC=CC=C1)NCC1N(CCOC1)CC1=CC=CC=C1 (N-benzyl[(4-benzylmorpholin-3-yl)methyl]amine). Yield: 59.8%. As a reaction SMILES: [H-].[Al+3].[Li+].[H-].[H-].[H-].C([N-][C@@H:15]1[CH2:20][O:19][CH2:18][C:17](=O)[N:16]1[CH2:22][C:23]1[CH:28]=[CH:27][CH:26]=[CH:25][CH:24]=1)C1C=CC=CC=1.[OH-].[Na+]>O1CCCC1>[CH2:22]([NH:16][CH2:15][CH:17]1[CH2:18][O:19][CH2:20][CH2:15][N:16]1[CH2:22][C:23]1[CH:24]=[CH:25][CH:26]=[CH:27][CH:28]=1)[C:23]1[CH:28]=[CH:27][CH:26]=[CH:25][CH:24]=1 |f:0.1.2.3.4.5,7.8|. Procedure details: Lithium aluminum hydride (4.7 g) was added by small portions to a solution of N-benzyl((3S)-4-benzyl-5-oxomorpholin-3-yl)amide (8.0 g) in tetrahydrofuran (50 ml) under nitrogen atmosphere, and the whole was stirred at 70° C. for 15 hours. After being cooled with ice, 2N sodium hydroxide (2 ml) was added to the mixture under nitrogen atmosphere. The resulting precipitates were filtered off and washed with tetrahydrofuran, and the filtrate and the washings were combined and evaporated under reduce... Starting materials: Brc1ccc2occc2c1, O=C([O-])[O-], Cc1ccccc1, CC(C)c1cc(C(C)C)c(-c2ccccc2P(C2CCCCC2)C2CCCCC2)c(C(C)C)c1, [Cs+], [Cs+], CC(C)(C)OC(=O)c1ccc(CCc2ccccc2)cc1N, O=C(C=Cc1ccccc1)C=Cc1ccccc1, O=C(C=Cc1ccccc1)C=Cc1ccccc1, O=C(C=Cc1ccccc1)C=Cc1ccccc1, [Pd], [Pd]. Product: CC(C)(C)OC(=O)c1ccc(CCc2ccccc2)cc1Nc1ccc2occc2c1. As a reaction SMILES: [Br:63][c:64]1[cH:65][cH:66][c:67]2[c:68]([cH:69][cH:70][o:71]2)[cH:72]1.[C:57](=[O:58])([O-:59])[O-:60].[CH3:129][c:130]1[cH:131][cH:132][cH:133][cH:134][cH:135]1.[CH:23]1([P:24]([CH:25]2[CH2:26][CH2:27][CH2:28][CH2:29][CH2:30]2)[c:31]2[cH:32][cH:33][cH:34][cH:35][c:36]2-[c:37]2[c:38]([CH:39]([CH3:40])[CH3:41])[cH:42][c:43]([CH:44]([CH3:45])[CH3:46])[cH:47][c:48]2[CH:49]([CH3:50])[CH3:51])[CH2:52][CH2:53][CH2:54][CH2:55][CH2:56]1.[Cs+:61].[Cs+:62].[NH2:1][c:2]1[c:3]([C:4](=[O:5])[O:6][C:7]([CH3:8])([CH3:9])[CH3:10])[cH:11][cH:12][c:13]([CH2:15][CH2:16][c:17]2[cH:18][cH:19][cH:20][cH:21][cH:22]2)[cH:14]1.[O:111]=[C:112]([CH:113]=[CH:114][c:115]1[cH:116][cH:117][cH:118][cH:119][cH:120]1)[CH:121]=[CH:122][c:123]1[cH:124][cH:125][cH:126][cH:127][cH:128]1.[O:75]=[C:76]([CH:77]=[CH:78][c:79]1[cH:80][cH:81][cH:82][cH:83][cH:84]1)[CH:85]=[CH:86][c:87]1[cH:88][cH:89][cH:90][cH:91][cH:92]1.[O:93]=[C:94]([CH:95]=[CH:96][c:97]1[cH:98][cH:99][cH:100][cH:101][cH:102]1)[CH:103]=[CH:104][c:105]1[cH:106][cH:107][cH:108][cH:109][cH:110]1.[Pd:73].[Pd:74]>>[NH:1]([c:2]1[c:3]([C:4](=[O:5])[O:6][C:7]([CH3:8])([CH3:9])[CH3:10])[cH:11][cH:12][c:13]([CH2:15][CH2:16][c:17]2[cH:18][cH:19][cH:20][cH:21][cH:22]2)[cH:14]1)[c:64]1[cH:65][cH:66][c:67]2[c:68]([cH:69][cH:70][o:71]2)[cH:72]1.